From a dataset of the Open Reaction Database (ORD), a public repository of structured organic reaction records. describe an organic reaction: reactants, conditions, products, and yield Run at time 3 hour. Reactants: COC([C@@H](NC(C(F)(F)F)=O)CC1=CC(=C(C(=C1)Cl)OCCCNC(=O)OC(C)(C)C)Cl)=O (O-[3-(t-butoxycarbonylamino)propyl]-3,5-dichloro-N-trifluoroacetyl-L-tyrosine methyl ester). Solvent: Cl.O1CCOCC1 (Hydrochloric acid dioxane). Procedure: 8% Hydrochloric acid/dioxane (10 ml) was added to O-[3-(t-butoxycarbonylamino)propyl]-3,5-dichloro-N-trifluoroacetyl-L-tyrosine methyl ester (891 mg, 1.72 mmol) and the mixture was stirred at room temperature for 3 hrs. The solvent of the reaction mixture was distilled off under reduced pressure. To the residue was added a mixture of methanol and diisopropyl ether. The insoluble material was triturated, collected by filtration, washed with diisopropyl ether and dried under reduced pressure to gi... Yield: 200.4%. As a reaction SMILES: [CH3:1][O:2][C:3](=[O:33])[C@H:4]([CH2:12][C:13]1[CH:18]=[C:17]([Cl:19])[C:16]([O:20][CH2:21][CH2:22][CH2:23][NH:24]C(OC(C)(C)C)=O)=[C:15]([Cl:32])[CH:14]=1)[NH:5][C:6](=[O:11])[C:7]([F:10])([F:9])[F:8]>Cl.O1CCOCC1>[ClH:19].[CH3:1][O:2][C:3](=[O:33])[C@H:4]([CH2:12][C:13]1[CH:14]=[C:15]([Cl:32])[C:16]([O:20][CH2:21][CH2:22][CH2:23][NH2:24])=[C:17]([Cl:19])[CH:18]=1)[NH:5][C:6](=[O:11])[C:7]([F:10])([F:8])[F:9] |f:1.2,3.4|. Yields the product Cl.COC([C@@H](NC(C(F)(F)F)=O)CC1=CC(=C(C(=C1)Cl)OCCCN)Cl)=O (O-(3-aminopropyl)-3,5-dichloro-N-trifluoroacetyl-L-tyrosine methyl ester hydrochloride). The reactants are ClC(C)[SiH](C)CCCC1=CC=CC=C1 ((α-chloroethyl)benzylethylmethylsilane), C1(C=2C(C(N1)=O)=CC=CC2)=O.[K] (potassium phthalimide). The product is Cl.C(C1=CC=CC=C1)CC[SiH](C(C)N)C (α-(Benzylethylmethylsilyl)ethanamine, hydrochloride). RXN SMILES: [Cl:1][CH:2]([SiH:4]([CH2:6][CH2:7][CH2:8][C:9]1[CH:14]=[CH:13][CH:12]=[CH:11][CH:10]=1)[CH3:5])[CH3:3].C1(=O)[NH:19]C(=O)C2=CC=CC=C12.[K]>>[ClH:1].[CH2:8]([CH2:7][CH2:6][SiH:4]([CH3:5])[CH:2]([NH2:19])[CH3:3])[C:9]1[CH:14]=[CH:13][CH:12]=[CH:11][CH:10]=1 |f:1.2,3.4,^1:25|. Procedure details: The title compound was prepared from (α-chloroethyl)benzylethylmethylsilane and potassium phthalimide by a procedure similar to the one described in Example 1, Step A.